Task: describe an organic reaction: reactants, conditions, products, and yield. Dataset: the Open Reaction Database (ORD), a public repository of structured organic reaction records The reactants are Cl, C1COCCO1, CC(C)(C)OC(=O)N1CCC(c2nnn[nH]2)CC1. The product is C1CC(c2nnn[nH]2)CCN1. As a reaction SMILES: [ClH:19].[O:20]1[CH2:21][CH2:22][O:23][CH2:24][CH2:25]1.[nH:1]1[n:2][n:3][n:4][c:5]1[CH:6]1[CH2:7][CH2:8][N:9]([C:12]([O:13][C:14]([CH3:15])([CH3:16])[CH3:17])=[O:18])[CH2:10][CH2:11]1>>[n:1]1[n:2][n:3][nH:4][c:5]1[CH:6]1[CH2:7][CH2:8][NH:9][CH2:10][CH2:11]1. Reactants: [OH-].[Na+] (NaOH), N(=O)[O-].[Na+] (NaNO2), O (H2O), NC=1N=CNC1C(=O)OCC (ethyl 4-amino-1H-imidazole-5-carboxylate), [H+].[B-](F)(F)(F)F (HBF4). Reaction conditions: temperature -10 celsius, time 10 minute. Product: FC=1N=CNC1C(=O)OCC (Ethyl 4-fluoro-1H-imidazole-5-carboxylate). Isolated yield 16.0%. As a reaction SMILES: N([O-])=O.[Na+].O.N[C:7]1[N:8]=[CH:9][NH:10][C:11]=1[C:12]([O:14][CH2:15][CH3:16])=[O:13].[OH-].[Na+].[H+].[B-](F)(F)(F)[F:21]>>[F:21][C:7]1[N:8]=[CH:9][NH:10][C:11]=1[C:12]([O:14][CH2:15][CH3:16])=[O:13] |f:0.1,4.5,6.7|. Procedure: Ethyl 4-fluoro-1H-imidazole-5-carboxylate was prepared as described in J. Org. Chem. 1984, 49, 1951. A solution of NaNO2 (76 mg, 2.2 mmol) in minimum amount of H2O was added to a solution of ethyl 4-amino-1H-imidazole-5-carboxylate (310 mg, 2.0 mmol) in 50% HBF4 (7.0 mL) at −10° C. The reaction was stirred for 10 min and then irradiated with medium-pressure mercury vapor lamp (450 W) for 3 h at the same temperature. The mixture was neutralized with NaOH (5N) to Ph=5 while the temperature was mai... Starting materials: NN (hydrazine), CN1C[C@@H](C[C@@H]2C=3C=CC=C4NC=C(C[C@@H]12)C34)CC(C(C)=O)C(C)=O (6-methyl-8β-(3-oxo-2-acetyl-butyl)-ergoline). Run in CO (methanol). The product is CN1C[C@@H](C[C@@H]2C=3C=CC=C4NC=C(C[C@@H]12)C34)CC=3C(=NNC3C)C (6-methyl-8β-(3,5-dimethyl-4-pyrazolylmethyl)-ergoline). As a reaction SMILES: [CH3:1][N:2]1[C@H:16]2[C@@H:6]([C:7]3[CH:8]=[CH:9][CH:10]=[C:11]4[C:17]=3[C:14]([CH2:15]2)=[CH:13][NH:12]4)[CH2:5][C@@H:4]([CH2:18][CH:19]([C:23](=O)[CH3:24])[C:20](=O)[CH3:21])[CH2:3]1.[NH2:26][NH2:27]>CO>[CH3:1][N:2]1[C@H:16]2[C@@H:6]([C:7]3[CH:8]=[CH:9][CH:10]=[C:11]4[C:17]=3[C:14]([CH2:15]2)=[CH:13][NH:12]4)[CH2:5][C@@H:4]([CH2:18][C:19]2[C:23]([CH3:24])=[N:26][NH:27][C:20]=2[CH3:21])[CH2:3]1. Procedure details: A mixture of 3 g of 6-methyl-8β-(3-oxo-2-acetyl-butyl)-ergoline, prepared as described in U.S. Pat. No. 4,252,941, 100 ml of methanol and 3 ml of hydrazine was refluxed for 1 hour. After evaporation to dryness in vacuo the residue was crystallized from methanol to give 2.5 g of the title compound, m.p. >300° C. Starting materials: ClC(Cl)Cl, Nc1cccc(-c2cccc3nc(Nc4ccc(OCCN5CCCC5)cc4)nn23)c1, O=C=Nc1ccccc1. Yields the product O=C(Nc1ccccc1)Nc1cccc(-c2cccc3nc(Nc4ccc(OCCN5CCCC5)cc4)nn23)c1. As a reaction SMILES: [CH:41]([Cl:42])([Cl:43])[Cl:44].[NH2:1][c:2]1[cH:3][c:4](-[c:8]2[cH:9][cH:10][cH:11][c:12]3[n:13]2[n:14][c:15]([NH:17][c:18]2[cH:19][cH:20][c:21]([O:24][CH2:25][CH2:26][N:27]4[CH2:28][CH2:29][CH2:30][CH2:31]4)[cH:22][cH:23]2)[n:16]3)[cH:5][cH:6][cH:7]1.[c:32]1([N:38]=[C:39]=[O:40])[cH:33][cH:34][cH:35][cH:36][cH:37]1>>[NH:1]([c:2]1[cH:3][c:4](-[c:8]2[cH:9][cH:10][cH:11][c:12]3[n:13]2[n:14][c:15]([NH:17][c:18]2[cH:19][cH:20][c:21]([O:24][CH2:25][CH2:26][N:27]4[CH2:28][CH2:29][CH2:30][CH2:31]4)[cH:22][cH:23]2)[n:16]3)[cH:5][cH:6][cH:7]1)[C:39]([NH:38][c:32]1[cH:33][cH:34][cH:35][cH:36][cH:37]1)=[O:40]. The product is N1(CCOCC1)CCNC1=CC=C(C=C1)N (N-(2-Morpholin-4-yl-ethyl)-benzene-1,4-diamine). The solvent is CCO (EtOH). Reaction conditions: temperature 65 celsius, time 1 hour. The reagents and catalysts are [Ni] (RaNi). RXN SMILES: [N:1]1([CH2:7][CH2:8][NH:9][C:10]2[CH:15]=[CH:14][C:13]([N+:16]([O-])=O)=[CH:12][CH:11]=2)[CH2:6][CH2:5][O:4][CH2:3][CH2:2]1.O.NN>[Ni].CCO>[N:1]1([CH2:7][CH2:8][NH:9][C:10]2[CH:15]=[CH:14][C:13]([NH2:16])=[CH:12][CH:11]=2)[CH2:6][CH2:5][O:4][CH2:3][CH2:2]1 |f:1.2|. Reported procedure: A 50 mL round bottom flask was charged with (2-Morpholin-4-yl-ethyl)-(4-nitro-phenyl)-amine (0.315 g, 1.26 mmol) and EtOH (5 mL). Hydrazine Hydrate (0.278 mL, 8.82 mmol) was then added to the solution. Excess RaNi was then added in dropwise until gas evolution ceased. The suspension was then allowed to stir for an additional 1 h at 65° C. The suspension was cooled to room temperature and then was filtered over celite. The celite was washed with MeOH (˜20 mL) and the combined organic solutions we... The reactants are O.NN (Hydrazine Hydrate), N1(CCOCC1)CCNC1=CC=C(C=C1)[N+](=O)[O-] ((2-Morpholin-4-yl-ethyl)-(4-nitro-phenyl)-amine). Yield: 79.0%. Starting materials: N(=O)N(C(=O)N)CCOC1OCCCC1 (N-nitroso-N-[2-(tetrahydropyran-2-yloxy)ethyl]urea), [OH-].[Na+] (sodium hydroxide). The solvent is CCOCC (ether), CCCCC (pentane). Reaction conditions: time 30 minute. Product: O1C(CCCC1)OCC=[N+]=[N-] (2-(Tetrahydropyran-2-yloxy)-1-diazoethane). As a reaction SMILES: [N:1]([N:3]([CH2:7][CH2:8][O:9][CH:10]1[CH2:15][CH2:14][CH2:13][CH2:12][O:11]1)C(N)=O)=O.[OH-].[Na+]>CCOCC.CCCCC>[O:11]1[CH2:12][CH2:13][CH2:14][CH2:15][CH:10]1[O:9][CH2:8][CH:7]=[N+:3]=[N-:1] |f:1.2|. Procedure: A solution of 41.8 g of N-nitroso-N-[2-(tetrahydropyran-2-yloxy)ethyl]urea in 200 ml of ether and 100 ml of pentane is added to 450 ml of 1N sodium hydroxide solution at 1°-4°C over a 25 minute period. The solution is stirred for an additional 30 minutes and the layers are separated. The organic layer is dried over sodium hydroxide pellets at 0°C for 5 minutes, and then filtered.